This data is from the Open Reaction Database (ORD), a public repository of structured organic reaction records. The task is: describe an organic reaction: reactants, conditions, products, and yield Solvent: CCCC(C)C (isohexane), CN(C=O)C (dimethylformamide). RXN SMILES: [Cl:1][C:2]1[CH:9]=[CH:8][C:5]([C:6]#[N:7])=[C:4](F)[CH:3]=1.[CH3:11][C:12]([O:15][C:16](=[O:27])[NH:17][CH2:18][CH2:19][C@@H:20]([OH:26])[C:21]1[S:22][CH:23]=[CH:24][N:25]=1)([CH3:14])[CH3:13].[H-].[Na+].C(OCC)(=O)C>CN(C)C=O.CCCC(C)C>[CH3:14][C:12]([O:15][C:16](=[O:27])[NH:17][CH2:18][CH2:19][C@@H:20]([O:26][C:4]1[CH:3]=[C:2]([Cl:1])[CH:9]=[CH:8][C:5]=1[C:6]#[N:7])[C:21]1[S:22][CH:23]=[CH:24][N:25]=1)([CH3:11])[CH3:13] |f:2.3|. Yield: 87.6%. Product: CC(C)(C)OC(NCC[C@H](C=1SC=CN1)OC1=C(C=CC(=C1)Cl)C#N)=O ([(3R)-3-(5-Chloro-2-cyanophenoxy)-3-(2-thiazolyl)propyl]carbamic acid 1,1-dimethylethyl ester). Reported procedure: To a solution of 4-chloro-2-fluorobenzonitrile (156 mg, 1 mmol) and [(3R)-3-hydroxy-3-(2-thiazolyl)propyl]carbamic acid 1,1-dimethylethyl ester (258 mg, 1 mmol) in dry dimethylformamide (3 ml), was added sodium hydride (60% dispersion in oil, 40 mg, 1 mmol) and the mixture was stirred at room temperature for 16 h. The reaction was quenched with methanol and partitioned between ethyl acetate and water. The combined extracts were washed with water (3×25 ml) and saturated brine solution, dried (mag... Reaction conditions: time 16 hour. Starting materials: C(C)(=O)OCC (ethyl acetate), ClC1=CC(=C(C#N)C=C1)F (4-chloro-2-fluorobenzonitrile), CC(C)(C)OC(NCC[C@H](C=1SC=CN1)O)=O ([(3R)-3-hydroxy-3-(2-thiazolyl)propyl]carbamic acid 1,1-dimethylethyl ester), [H-].[Na+] (sodium hydride). The reactants are COC(=O)CCc1cc(-c2ccc(OCc3ccccc3)cc2)n(C2CCCCC2)n1, CO. The product is COC(=O)CCc1cc(-c2ccc(O)cc2)n(C2CCCCC2)n1. As a reaction SMILES: [CH2:1]([c:2]1[cH:3][cH:4][cH:5][cH:6][cH:7]1)[O:8][c:9]1[cH:10][cH:11][c:12](-[c:15]2[cH:16][c:17]([CH2:26][CH2:27][C:28](=[O:29])[O:30][CH3:31])[n:18][n:19]2[CH:20]2[CH2:21][CH2:22][CH2:23][CH2:24][CH2:25]2)[cH:13][cH:14]1.[CH3:32][OH:33]>>[OH:8][c:9]1[cH:10][cH:11][c:12](-[c:15]2[cH:16][c:17]([CH2:26][CH2:27][C:28](=[O:29])[O:30][CH3:31])[n:18][n:19]2[CH:20]2[CH2:21][CH2:22][CH2:23][CH2:24][CH2:25]2)[cH:13][cH:14]1. The reactants are C(#N)C=1C=C(CN(C2CCN(CC2)C(CCNC(C2=C(C=CC=C2C)C)=O)C)C2=CC=C(C=C2)O)C=CC1 (N-(3-{4-[(3-Cyano-benzyl)-(4-hydroxy-phenyl)-amino]-piperidin-1-yl}-butyl)-2,6-dimethyl-benzamide), C(=O)([O-])[O-].[K+].[K+] (K2CO3), C(C)N(C(=O)Cl)CC (diethylcarbamoyl chloride). The solvent is CN(C)C=O (DMF). Run at time 8 hour. Yields the product C(#N)C=1C=C(CN(C2=CC=C(C=C2)OC(N(CC)CC)=O)C2CCN(CC2)C(CCNC(C2=C(C=CC=C2C)C)=O)C)C=CC1 (Diethyl-carbamic acid 4-((3-cyano-benzyl)-{1-[3-(2,6-dimethyl-benzoylamino)-1-methyl-propyl]-piperidin-4-yl}-amino)-phenyl ester). Yield: 70.0%. RXN SMILES: [C:1]([C:3]1[CH:4]=[C:5]([CH:36]=[CH:37][CH:38]=1)[CH2:6][N:7]([C:29]1[CH:34]=[CH:33][C:32]([OH:35])=[CH:31][CH:30]=1)[CH:8]1[CH2:13][CH2:12][N:11]([CH:14]([CH3:28])[CH2:15][CH2:16][NH:17][C:18](=[O:27])[C:19]2[C:24]([CH3:25])=[CH:23][CH:22]=[CH:21][C:20]=2[CH3:26])[CH2:10][CH2:9]1)#[N:2].C([O-])([O-])=O.[K+].[K+].[CH2:45]([N:47]([CH2:51][CH3:52])[C:48](Cl)=[O:49])[CH3:46]>CN(C=O)C>[C:1]([C:3]1[CH:4]=[C:5]([CH:36]=[CH:37][CH:38]=1)[CH2:6][N:7]([CH:8]1[CH2:13][CH2:12][N:11]([CH:14]([CH3:28])[CH2:15][CH2:16][NH:17][C:18](=[O:27])[C:19]2[C:24]([CH3:25])=[CH:23][CH:22]=[CH:21][C:20]=2[CH3:26])[CH2:10][CH2:9]1)[C:29]1[CH:34]=[CH:33][C:32]([O:35][C:48](=[O:49])[N:47]([CH2:51][CH3:52])[CH2:45][CH3:46])=[CH:31][CH:30]=1)#[N:2] |f:1.2.3|. Reported procedure: To a solution of COMPOUND 117 (42 mg, 0.082 mmol) in DMF (1 mL) were added K2CO3 (40 mg, 0.29 mmol) followed by diethylcarbamoyl chloride (20 μL, 0.16 mmol) and the mixture was stirred at room temperature overnight to afford COMPOUND 141 as a white solid (35 mg, 67%) following work-up and purification. 1H NMR (CDCl3) δ 0.93-1.01 (m, 1H), 1.00 (d, 3H, J=5.7 Hz), 1.10-1.18 (m, 7H), 1.50-1.58 (m, 1H), 1.70-1.73 (m, 3H), 2.14 (t, 1H, J=10.8 Hz), 2.31 (s, 6H), 2.54 (t, 1H, J=11.4 Hz), 2.73-2.88 (m, 3... Reactants: O(C1=CC=CC=C1)CC(=O)NC1C(N(C1SSC=1SC2=C(N1)C(=CC=C2)C)C(C(=O)OCC2=C(C(=C(C(=C2Cl)OC)OC)OC)Cl)C(=C)C)=O (3,4,5-trimethoxy-2,6-dichlorobenzyl 2-[3-phenoxyacetamido-4-(4-methylbenzothiazol-2-yldithio)-2-azetidinon-1-yl]-3-methyl-3-butenoate), C1(=CC=CC=C1)S(=O)(=O)C#N (benzenesulfonyl cyanide), C1(=CC=CC=C1)S(=O)[O-].[Na+] (sodium benzenesulfinate). The solvent is CC(=O)C (acetone). The product is O(C1=CC=CC=C1)CC(=O)NC1C(N(C1SS(=O)(=O)C1=CC=CC=C1)C(C(=O)OCC1=C(C(=C(C(=C1Cl)OC)OC)OC)Cl)C(=C)C)=O (3,4,5-trimethoxy-2,6 dichlorobenzyl 2-(3-phenoxyacetamido-4-benzenesulfonylthio-2-azetidinon-1-yl)-3-methyl-3-butenoate). Yield: 85.0%. Reaction SMILES: [O:1]([CH2:8][C:9]([NH:11][CH:12]1[CH:15]([S:16]SC2SC3C=CC=C(C)C=3N=2)[N:14]([CH:28]([C:47]([CH3:49])=[CH2:48])[C:29]([O:31][CH2:32][C:33]2[C:38]([Cl:39])=[C:37]([O:40][CH3:41])[C:36]([O:42][CH3:43])=[C:35]([O:44][CH3:45])[C:34]=2[Cl:46])=[O:30])[C:13]1=[O:50])=[O:10])[C:2]1[CH:7]=[CH:6][CH:5]=[CH:4][CH:3]=1.[C:51]1([S:57](C#N)(=[O:59])=[O:58])[CH:56]=[CH:55][CH:54]=[CH:53][CH:52]=1.C1(S([O-])=O)C=CC=CC=1.[Na+]>CC(C)=O>[O:1]([CH2:8][C:9]([NH:11][CH:12]1[CH:15]([S:16][S:57]([C:51]2[CH:56]=[CH:55][CH:54]=[CH:53][CH:52]=2)(=[O:59])=[O:58])[N:14]([CH:28]([C:47]([CH3:49])=[CH2:48])[C:29]([O:31][CH2:32][C:33]2[C:34]([Cl:46])=[C:35]([O:44][CH3:45])[C:36]([O:42][CH3:43])=[C:37]([O:40][CH3:41])[C:38]=2[Cl:39])=[O:30])[C:13]1=[O:50])=[O:10])[C:2]1[CH:7]=[CH:6][CH:5]=[CH:4][CH:3]=1 |f:2.3|. Procedure: A 268 mg quantity of 3,4,5-trimethoxy-2,6-dichlorobenzyl 2-[3-phenoxyacetamido-4-(4-methylbenzothiazol-2-yldithio)-2-azetidinon-1-yl]-3-methyl-3-butenoate and 69 mg of benzenesulfonyl cyanide were dissolved in 3 ml of acetone. To the solution was added 3 mg of sodium benzenesulfinate and the mixture was reacted at room temperature for 2 hours. The same subsequent procedure as in Example 5 was followed, producing 3,4,5-trimethoxy-2,6 dichlorobenzyl 2-(3-phenoxyacetamido-4-benzenesulfonylthio-2-az... As a reaction SMILES: [Br:36][c:37]1[s:38][cH:39][c:40]([C:42](=[O:43])[NH:44][C:45]([CH3:46])([CH3:47])[CH3:48])[n:41]1.[OH:1][C:2]([CH2:3][C:4]1([c:28]2[cH:29][cH:30][cH:31][cH:32][cH:33]2)[CH2:5][CH2:6][N:7]([CH:11]([CH3:12])[c:13]2[cH:14][cH:15][c:16]([B:19]3[O:20][C:21]([CH3:22])([CH3:23])[C:24]([CH3:25])([CH3:26])[O:27]3)[cH:17][cH:18]2)[C:8](=[O:10])[O:9]1)([CH3:34])[CH3:35]>>[OH:1][C:2]([CH2:3][C:4]1([c:28]2[cH:29][cH:30][cH:31][cH:32][cH:33]2)[CH2:5][CH2:6][N:7]([CH:11]([CH3:12])[c:13]2[cH:14][cH:15][c:16](-[c:37]3[s:38][cH:39][c:40]([C:42](=[O:43])[NH:44][C:45]([CH3:46])([CH3:47])[CH3:48])[n:41]3)[cH:17][cH:18]2)[C:8](=[O:10])[O:9]1)([CH3:34])[CH3:35]. Yields the product CC(c1ccc(-c2nc(C(=O)NC(C)(C)C)cs2)cc1)N1CCC(CC(C)(C)O)(c2ccccc2)OC1=O. Starting materials: CC(C)(C)NC(=O)c1csc(Br)n1, CC(c1ccc(B2OC(C)(C)C(C)(C)O2)cc1)N1CCC(CC(C)(C)O)(c2ccccc2)OC1=O. Starting materials: CC(=O)Oc1cccc(C(=O)O)c1, CCN=C=NCCCN(C)C, NCc1cccs1, CN(C)C=O, On1nnc2ccccc21. The product is CC(=O)Oc1cccc(C(N)=O)c1. RXN SMILES: [C:1]([CH3:2])(=[O:3])[O:4][c:5]1[cH:6][c:7]([C:8](=[O:9])[OH:10])[cH:11][cH:12][cH:13]1.[CH3:31][N:32]([CH3:33])[CH2:34][CH2:35][CH2:36][N:37]=[C:38]=[N:39][CH2:40][CH3:41].[NH2:14][CH2:15][c:16]1[s:17][cH:18][cH:19][cH:20]1.[O:42]=[CH:43][N:44]([CH3:45])[CH3:46].[OH:21][n:22]1[c:23]2[cH:24][cH:25][cH:26][cH:27][c:28]2[n:29][n:30]1>>[C:1]([CH3:2])(=[O:3])[O:4][c:5]1[cH:6][c:7]([C:8](=[O:9])[NH2:14])[cH:11][cH:12][cH:13]1.